This data is from the Open Reaction Database (ORD), a public repository of structured organic reaction records. The task is: describe an organic reaction: reactants, conditions, products, and yield Starting materials: BrC=1C=C(C=CC1OC)C1=C(N=CN1C)C(F)(F)F (5-(3-bromo-4-methoxyphenyl)-4-trifluoromethyl-1-methylimidazole), BrC=1C=C(C=CC1OC)C(C(C(F)(F)F)=O)=NN(C)C (3-(3-bromo-4-methoxyphenyl)-3-(dimethylhydrazono)-1,1,1-trifluoropropan-2-one), C(C)O (ethanol), C(C)(=O)OCC (ethyl acetate), C(C)(=O)OCC (ethyl acetate). Solvent: CCCCCC (hexane), CCCCCC (hexane), C1(=CC=CC=C1)C (toluene). Yields the product BrC=1C=C(C=CC1OC)C=1N=CN(C1C(F)(F)F)C (4-(3-bromo-4-methoxyphenyl)-5-trifluoromethyl-1-methylimidazole). RXN SMILES: [Br:1][C:2]1[CH:3]=[C:4]([C:10](=[N:17]N(C)C)[C:11](=O)[C:12]([F:15])([F:14])[F:13])[CH:5]=[CH:6][C:7]=1[O:8][CH3:9].C(O)C.C(OCC)(=O)C.BrC1C=C(C2N(C)[CH:42]=[N:41][C:40]=2C(F)(F)F)C=CC=1OC>C1(C)C=CC=CC=1.CCCCCC>[Br:1][C:2]1[CH:3]=[C:4]([C:10]2[N:17]=[CH:40][N:41]([CH3:42])[C:11]=2[C:12]([F:13])([F:14])[F:15])[CH:5]=[CH:6][C:7]=1[O:8][CH3:9]. Procedure details: Using the general procedure of S. Ohara, K. Kawasaki, Y. Kawamura, and M. Tanaka (J. Heterocyclic Chem., 1990, 27, 487-495), silica gel (EM silica gel 60, 230-400 mesh) was dried under vacuum at 180° C. for 2 h. A suspension of 1.80 g of this activated silica gel was stirred in 9 mL of dry toluene and 3-(3-bromo-4-methoxyphenyl)-3-(dimethylhydrazono)-1,1,1-trifluoropropan-2-one (250 mg 0.71 mmol) was added as a solution in 5 mL of toluene. The resulting suspension was heated to reflux for 48 h, ... Reactants: Cl.C(C)(=O)OCC (hydrochloric acid ethyl acetate), C1(=CC=CC=C1)C1=CC=C(C(=O)N(C2=C(OC=3C=C(C=CC3)[C@H](C)NC(OC(C)(C)C)=O)C=C(C=C2)Cl)CCCNC(=O)NCC2=C(C=CC=C2)F)C=C1 (tert-butyl(1S)-1-[3-[2-[(4-phenylbenzoyl)[3-[[[(2-fluorobenzyl)amino]carbonyl]amino]propyl]amino]-5-chlorophenoxy]phenyl]ethylcarbamate). Run in C(C)(=O)OCC (ethyl acetate). Run at time 1 hour. Yields the product Cl.N[C@@H](C)C=1C=C(OC2=C(C=CC(=C2)Cl)N(C(C2=CC=C(C=C2)C2=CC=CC=C2)=O)CCCNC(=O)NCC2=C(C=CC=C2)F)C=CC1 (N-[2-[3-[(1S)-1-aminoethyl]phenoxy]-4-chlorophenyl]-N-[3-[[[(2-fluorobenzyl)amino]carbonyl]amino]propyl]-4-phenylbenzamide hydrochloride). Isolated yield 187.8%. As a reaction SMILES: Cl.C(OCC)(=O)C.[C:8]1([C:14]2[CH:61]=[CH:60][C:17]([C:18]([N:20]([CH2:45][CH2:46][CH2:47][NH:48][C:49]([NH:51][CH2:52][C:53]3[CH:58]=[CH:57][CH:56]=[CH:55][C:54]=3[F:59])=[O:50])[C:21]3[CH:43]=[CH:42][C:41]([Cl:44])=[CH:40][C:22]=3[O:23][C:24]3[CH:25]=[C:26]([C@@H:30]([NH:32]C(=O)OC(C)(C)C)[CH3:31])[CH:27]=[CH:28][CH:29]=3)=[O:19])=[CH:16][CH:15]=2)[CH:13]=[CH:12][CH:11]=[CH:10][CH:9]=1>C(OCC)(=O)C>[ClH:44].[NH2:32][C@H:30]([C:26]1[CH:25]=[C:24]([CH:29]=[CH:28][CH:27]=1)[O:23][C:22]1[CH:40]=[C:41]([Cl:44])[CH:42]=[CH:43][C:21]=1[N:20]([CH2:45][CH2:46][CH2:47][NH:48][C:49]([NH:51][CH2:52][C:53]1[CH:58]=[CH:57][CH:56]=[CH:55][C:54]=1[F:59])=[O:50])[C:18](=[O:19])[C:17]1[CH:16]=[CH:15][C:14]([C:8]2[CH:13]=[CH:12][CH:11]=[CH:10][CH:9]=2)=[CH:61][CH:60]=1)[CH3:31] |f:0.1,4.5|. Procedure: A 4 N hydrochloric acid/ethyl acetate (3 ml) solution was added to an ethyl acetate (3 ml) solution of tert-butyl(1S)-1-[3-[2-[(4-phenylbenzoyl)[3-[[[(2-fluorobenzyl)amino]carbonyl]amino]propyl]amino]-5-chlorophenoxy]phenyl]ethylcarbamate (0.36 g, 0.48 mmols), and stirred at room temperature for 1 hour. The reaction mixture was concentrated under reduced pressure. The solid precipitated was taken out through filtration, and washed with ethyl ether to give an amorphous solid of N-[2-[3-[(1S)-1-am... Starting materials: OC=1C2=C(N=CN1)C(=CC=N2)C(=O)N (4-hydroxypyrido[3,2-d]pyrimidine-8-carboxamide), Cl.N[C@H](CN(S(=O)(=O)C1=CC=C(C=C1)[N+](=O)[O-])C)C1=CC(=C(C=C1)C(F)(F)F)F (N—[(S)-2-Amino-2-(3-fluoro-4-trifluoromethyl-phenyl)-ethyl]-N-methyl-4-nitro-benzenesulfonamide hydrochloride). Product: FC=1C=C(C=CC1C(F)(F)F)[C@@H](CNC)NC=1C2=C(N=CN1)C(=CC=N2)C(=O)N (4-[(S)-1-(3-Fluoro-4-trifluoromethyl-phenyl)-2-methylamino-ethylamino]-pyrido[3,2-d]pyrimidine-8-carboxylic acid amide). As a reaction SMILES: O[C:2]1[C:3]2[N:11]=[CH:10][CH:9]=[C:8]([C:12]([NH2:14])=[O:13])[C:4]=2[N:5]=[CH:6][N:7]=1.Cl.[NH2:16][C@@H:17]([C:33]1[CH:38]=[CH:37][C:36]([C:39]([F:42])([F:41])[F:40])=[C:35]([F:43])[CH:34]=1)[CH2:18][N:19]([CH3:32])S(C1C=CC([N+]([O-])=O)=CC=1)(=O)=O>>[F:43][C:35]1[CH:34]=[C:33]([C@H:17]([NH:16][C:2]2[C:3]3[N:11]=[CH:10][CH:9]=[C:8]([C:12]([NH2:14])=[O:13])[C:4]=3[N:5]=[CH:6][N:7]=2)[CH2:18][NH:19][CH3:32])[CH:38]=[CH:37][C:36]=1[C:39]([F:42])([F:41])[F:40] |f:1.2|. Procedure details: Compound 26 was prepared following general synthesis scheme 8 wherein 4-hydroxypyrido[3,2-d]pyrimidine-8-carboxamide (G) was reacted with N—[(S)-2-Amino-2-(3-fluoro-4-trifluoromethyl-phenyl)-ethyl]-N-methyl-4-nitro-benzenesulfonamide hydrochloride to give the title compound as a white solid. LC/MS [409 (M+H)]; 1H NMR (400 MHz, DMSO-d6) δ 9.92 (s, 1H), 9.20 (s, 1H), 9.01 (dd, J=4.7, 1.7 Hz, 1H), 8.54 (d, J=1.7 Hz, 1H), 8.45-8.34 (m, 1H), 8.25-8.10 (m, 1H), 7.72 (t, J=7.8 Hz, 1H), 7.61 (d, J=12.1 ... The reactants are [OH-].[Na+] (sodium hydroxide), C(CCCCCCC\C=C/CCCCCCCC)OCCN(CCC(=O)OCC)CCOCCCCCCCC\C=C/CCCCCCCC (ethyl 3-(bis(2-((Z)-octadec-9-enyloxy)ethyl)amino)propanoate), Cl (hydrochloric acid). Solvent: C(C)O (ethanol). Reaction conditions: time 6 hour. Product: C(CCCCCCC\C=C/CCCCCCCC)OCCN(CCC(=O)O)CCOCCCCCCCC\C=C/CCCCCCCC (3-(bis(2-((Z)-octadec-9-enyloxy)ethyl)amino)propanoic acid). Yield: 98.0%. RXN SMILES: [CH2:1]([O:19][CH2:20][CH2:21][N:22]([CH2:30][CH2:31][O:32][CH2:33][CH2:34][CH2:35][CH2:36][CH2:37][CH2:38][CH2:39][CH2:40]/[CH:41]=[CH:42]\[CH2:43][CH2:44][CH2:45][CH2:46][CH2:47][CH2:48][CH2:49][CH3:50])[CH2:23][CH2:24][C:25]([O:27]CC)=[O:26])[CH2:2][CH2:3][CH2:4][CH2:5][CH2:6][CH2:7][CH2:8]/[CH:9]=[CH:10]\[CH2:11][CH2:12][CH2:13][CH2:14][CH2:15][CH2:16][CH2:17][CH3:18].[OH-].[Na+].Cl>C(O)C>[CH2:1]([O:19][CH2:20][CH2:21][N:22]([CH2:30][CH2:31][O:32][CH2:33][CH2:34][CH2:35][CH2:36][CH2:37][CH2:38][CH2:39][CH2:40]/[CH:41]=[CH:42]\[CH2:43][CH2:44][CH2:45][CH2:46][CH2:47][CH2:48][CH2:49][CH3:50])[CH2:23][CH2:24][C:25]([OH:27])=[O:26])[CH2:2][CH2:3][CH2:4][CH2:5][CH2:6][CH2:7][CH2:8]/[CH:9]=[CH:10]\[CH2:11][CH2:12][CH2:13][CH2:14][CH2:15][CH2:16][CH2:17][CH3:18] |f:1.2|. Procedure details: The resulting ethyl 3-(bis(2-((Z)-octadec-9-enyloxy)ethyl)amino)propanoate (200 mg, 0.283 mmol) was dissolved in ethanol (4 mL), and stirred at room temperature for 6 hours after adding a 2 mol/L sodium hydroxide aqueous solution (3 mL). The pH was brought to 6 by adding a 1 mol/L hydrochloric acid aqueous solution to the reaction solution, and the aqueous layer was extracted with chloroform. The organic layer was dried over anhydrous magnesium sulfate, and concentrated under reduced pressure af... The reactants are C(C1=CC=CC=C1)OC=1C=C2C(=C(N(C2=CC1)CC1=CC=C(C=C1)OCCN1C[C@@H](CC1)CF)C1=CC=C(C=C1)OCC1=CC=CC=C1)C ((R)-5-(benzyloxy)-2-(4-(benzyloxy)phenyl)-1-(4-(2-(3-(fluoromethyl)pyrrolidin-1-yl)ethoxy)benzyl)-3-methyl-1H-indole), N#N (N2). Reagents/catalysts: [Pd] (Pd on carbon). Solvent: C(C)(=O)OCC (ethyl acetate), C(C)(=O)OCC.C(C)O (ethyl acetate ethanol). Conditions: time 15 hour. Yields the product FC[C@H]1CN(CC1)CCOC1=CC=C(CN2C(=C(C3=CC(=CC=C23)O)C)C2=CC=C(C=C2)O)C=C1 ((R)-1-(4-(2-(3-(fluoromethyl)pyrrolidin-1-yl)ethoxy)benzyl)-2-(4-hydroxyphenyl)-3-methyl-1H-indol-5-ol). Isolated yield 90.1%. Reaction SMILES: C([O:8][C:9]1[CH:10]=[C:11]2[C:15](=[CH:16][CH:17]=1)[N:14]([CH2:18][C:19]1[CH:24]=[CH:23][C:22]([O:25][CH2:26][CH2:27][N:28]3[CH2:32][CH2:31][C@@H:30]([CH2:33][F:34])[CH2:29]3)=[CH:21][CH:20]=1)[C:13]([C:35]1[CH:40]=[CH:39][C:38]([O:41]CC3C=CC=CC=3)=[CH:37][CH:36]=1)=[C:12]2[CH3:49])C1C=CC=CC=1.N#N>C(OCC)(=O)C.C(O)C.C(OCC)(=O)C.[Pd]>[F:34][CH2:33][C@@H:30]1[CH2:31][CH2:32][N:28]([CH2:27][CH2:26][O:25][C:22]2[CH:23]=[CH:24][C:19]([CH2:18][N:14]3[C:15]4[C:11](=[CH:10][C:9]([OH:8])=[CH:17][CH:16]=4)[C:12]([CH3:49])=[C:13]3[C:35]3[CH:36]=[CH:37][C:38]([OH:41])=[CH:39][CH:40]=3)=[CH:20][CH:21]=2)[CH2:29]1 |f:2.3|. Procedure: A solution of (R)-5-(benzyloxy)-2-(4-(benzyloxy)phenyl)-1-(4-(2-(3-(fluoromethyl)pyrrolidin-1-yl)ethoxy)benzyl)-3-methyl-1H-indole (263 mg, 0.40 mmol) in ethyl acetate/ethanol (4:1, 6 mL) was degassed with three vacuum/N2 cycles. To this solution was added 10% Pd on carbon (120 mg, 0.11 mmol) and then the needle of a H2 balloon was placed into the reaction flask. The mixture was stirred at room temperature for 15 hrs then diluted with ethyl acetate, filtered through Celite and concentrated. The ... The reactants are Cl (HCl), CC=1N=CSC1C=O (4-methylthiazole-5-carbaldehyde), OC1=C(C=C(C=C1)C(C)=O)C (4′-hydroxy-3′-methylacetophenone), [OH-].[Na+] (NaOH). Solvent: CCO (EtOH). Reaction conditions: time 18 hour. Yields the product OC1=C(C=C(C=C1)C(\C=C\C1=C(N=CS1)C)=O)C ((E)-1-(4-hydroxy-3-methylphenyl)-3-(4-methylthiazol-5-yl)prop-2-en-1-one). As a reaction SMILES: [CH3:1][C:2]1[N:3]=[CH:4][S:5][C:6]=1[CH:7]=O.[OH:9][C:10]1[CH:15]=[CH:14][C:13]([C:16](=[O:18])[CH3:17])=[CH:12][C:11]=1[CH3:19].[OH-].[Na+].Cl>CCO>[OH:9][C:10]1[CH:15]=[CH:14][C:13]([C:16](=[O:18])/[CH:17]=[CH:7]/[C:6]2[S:5][CH:4]=[N:3][C:2]=2[CH3:1])=[CH:12][C:11]=1[CH3:19] |f:2.3|. Procedure: Commerically available 4-methylthiazole-5-carbaldehyde (0.59 g, 4.6 mmol) and 4′-hydroxy-3′-methylacetophenone (0.7 g, 4.6 mmol) were dissolved in 10 mL of absolute EtOH. The solution was cooled with an ice-water bath, and NaOH (0.36 g, 9.0 mmol) was added. The reaction mixture was stirred for 18 h at room temperature. Upon completion, the reaction mixture was acidified to pH=4-5 with 1 M HCl. The resulting orange precipitate was filtered out, washed with an additional 5 mL of water, and dried u... The reactants are ClC1=C(C=C(C=C1CO)C#N)NC1=NN2C(C(=N1)NC1CC1)=NC=C2C#N (2-((2-chloro-5-cyano-3-(hydroxymethyl)phenyl)amino)-4-(cyclopropylamino)imidazo[2,1-f][1,2,4]triazine-7-carbonitrile), C1(=CC=CC=C1)P(=O)(C1=CC=CC=C1)N=[N+]=[N-] (diphenylphosphoryl azide), C1CCC2=NCCCN2CC1 (DBU). Solvent: O1CCOCC1 (dioxane), CCOC(=O)C (EtOAc). Run at temperature 70 celsius. Product: N(=[N+]=[N-])CC=1C(=C(C=C(C1)C#N)NC1=NN2C(C(=N1)NC1CC1)=NC=C2C#N)Cl (2-((3-(azidomethyl)-2-chloro-5-cyanophenyl)amino)-4-(cyclopropylamino)imidazo[2,1-f][1,2,4]triazine-7-carbonitrile). Isolated yield 62.6%. Reaction SMILES: [Cl:1][C:2]1[C:7]([CH2:8]O)=[CH:6][C:5]([C:10]#[N:11])=[CH:4][C:3]=1[NH:12][C:13]1[N:18]=[C:17]([NH:19][CH:20]2[CH2:22][CH2:21]2)[C:16]2=[N:23][CH:24]=[C:25]([C:26]#[N:27])[N:15]2[N:14]=1.C1(P([N:42]=[N+:43]=[N-:44])(C2C=CC=CC=2)=O)C=CC=CC=1.C1CCN2C(=NCCC2)CC1>O1CCOCC1.CCOC(C)=O>[N:42]([CH2:8][C:7]1[C:2]([Cl:1])=[C:3]([NH:12][C:13]2[N:18]=[C:17]([NH:19][CH:20]3[CH2:22][CH2:21]3)[C:16]3=[N:23][CH:24]=[C:25]([C:26]#[N:27])[N:15]3[N:14]=2)[CH:4]=[C:5]([C:10]#[N:11])[CH:6]=1)=[N+:43]=[N-:44]. Procedure: A mixture of 2-((2-chloro-5-cyano-3-(hydroxymethyl)phenyl)amino)-4-(cyclopropylamino)imidazo[2,1-f][1,2,4]triazine-7-carbonitrile (Example 402)(120 mg, 0.315 mmol), diphenylphosphoryl azide (0.102 mL, 0.473 mmol) and DBU (0.071 mL, 0.473 mmol) in dry dioxane (3 mL) was heated at 70° C. for 20 hr. It was diluted with EtOAc and washed with water. The aqueous phase was washed with EtOAc and the combined organic phases were washed with brine and dried with sodium sulfate. Removal of the solvents fol... The reactants are COc1cccc(N)c1, CNC(=O)c1c(C)oc2cc(Oc3ccnc(Cl)n3)ccc12, CN(C)C=O. Yields the product CNC(=O)c1c(C)oc2cc(Oc3ccnc(Nc4cccc(OC)c4)n3)ccc12. As a reaction SMILES: [CH3:23][O:24][c:25]1[cH:26][c:27]([NH2:28])[cH:29][cH:30][cH:31]1.[Cl:1][c:2]1[n:3][cH:4][cH:5][c:6]([O:8][c:9]2[cH:10][c:11]3[c:12]([c:13]([C:17](=[O:18])[NH:19][CH3:20])[c:14]([CH3:16])[o:15]3)[cH:21][cH:22]2)[n:7]1.[O:32]=[CH:33][N:34]([CH3:35])[CH3:36]>>[c:2]1([NH:28][c:27]2[cH:26][c:25]([O:24][CH3:23])[cH:31][cH:30][cH:29]2)[n:3][cH:4][cH:5][c:6]([O:8][c:9]2[cH:10][c:11]3[c:12]([c:13]([C:17](=[O:18])[NH:19][CH3:20])[c:14]([CH3:16])[o:15]3)[cH:21][cH:22]2)[n:7]1.